Dataset: the Open Reaction Database (ORD), a public repository of structured organic reaction records. Task: describe an organic reaction: reactants, conditions, products, and yield Reactants: NC1=C(C(=NN1C1=C(C=C(C=C1Cl)C(F)(F)F)Cl)C(F)(F)F)SC (5-amino-1-(2,6-dichloro-4-trifluoromethylphenyl)-4-methylthio-3-trifluoromethylpyrazole), ClC1=CC(=CC=C1)C(=O)OO (m-chloroperbenzoic acid). Run in ClCCl (dichloromethane), C(Cl)(Cl)Cl (chloroform). Conditions: time 6 hour. Product: NC1=C(C(=NN1C1=C(C=C(C=C1Cl)C(F)(F)F)Cl)C(F)(F)F)S(=O)C (5-amino-1-(2,6-dichloro-4-trifluoromethylphenyl)-4-methylsulphinyl-3-trifluoromethylpyrazole). RXN SMILES: [NH2:1][C:2]1[N:6]([C:7]2[C:12]([Cl:13])=[CH:11][C:10]([C:14]([F:17])([F:16])[F:15])=[CH:9][C:8]=2[Cl:18])[N:5]=[C:4]([C:19]([F:22])([F:21])[F:20])[C:3]=1[S:23][CH3:24].ClC1C=CC=C(C(OO)=[O:33])C=1>C(Cl)(Cl)Cl.ClCCl>[NH2:1][C:2]1[N:6]([C:7]2[C:12]([Cl:13])=[CH:11][C:10]([C:14]([F:15])([F:16])[F:17])=[CH:9][C:8]=2[Cl:18])[N:5]=[C:4]([C:19]([F:21])([F:20])[F:22])[C:3]=1[S:23]([CH3:24])=[O:33]. Procedure: A stirred solution of 5-amino-1-(2,6-dichloro-4-trifluoromethylphenyl)-4-methylthio-3-trifluoromethylpyrazole (1.0 g) in chloroform (40 ml) was treated with m-chloroperbenzoic acid (0.42 g), portionwise at room temperature. After stirring for 6 hours, the solution was diluted with dichloromethane and washed in turn with solidum sulphite solution, sodium hydroxide solution, and water. The solution was dried over anhydrous magnesium sulphate, and evaporated in vacuo to give a yellow oil. Purificat... Product: Cl.ClC=1C=C(C=CC1Cl)C(CN(C(C1=CC=CC=C1)=O)C)CCN1CCC(CC1)N1C(OCC1)=O (N-[2-(3,4-Dichlorophenyl)-4-[4-(2-oxo-1,3-oxazolidin-3-yl)piperidino]butyl]-N-methylbenzamide hydrochoride). Conditions: time 5 minute. Yield: 138.5%. Reported procedure: N-[2-(3,4-Dichlorophenyl)-4-oxobutyl]-N-methylbenzamide (0.823 g) in methanol (4 mL) was added to a solution of 4-(2-oxo-1,3-oxazolidin-3-yl)piperidine (0.600 g) and acetic acid (0.20 mL) in methanol (8 mL). After 5 minutes, sodium cyanoborohydride (0.220 g) in methanol (4 mL) was added in a single portion. After being stirred for 3 hours, the reaction mixture was diluted with aqueous sodium bicarbonate, stirred for 30 minutes, and extracted with dichloromethane. The organic extracts were dried,... Reaction SMILES: [Cl:1][C:2]1[CH:3]=[C:4]([CH:9]([CH2:21][CH:22]=O)[CH2:10][N:11]([CH3:20])[C:12](=[O:19])[C:13]2[CH:18]=[CH:17][CH:16]=[CH:15][CH:14]=2)[CH:5]=[CH:6][C:7]=1[Cl:8].[O:24]=[C:25]1[N:29]([CH:30]2[CH2:35][CH2:34][NH:33][CH2:32][CH2:31]2)[CH2:28][CH2:27][O:26]1.C(O)(=O)C.C([BH3-])#N.[Na+]>CO.C(=O)(O)[O-].[Na+]>[ClH:1].[Cl:1][C:2]1[CH:3]=[C:4]([CH:9]([CH2:21][CH2:22][N:33]2[CH2:32][CH2:31][CH:30]([N:29]3[CH2:28][CH2:27][O:26][C:25]3=[O:24])[CH2:35][CH2:34]2)[CH2:10][N:11]([CH3:20])[C:12](=[O:19])[C:13]2[CH:14]=[CH:15][CH:16]=[CH:17][CH:18]=2)[CH:5]=[CH:6][C:7]=1[Cl:8] |f:3.4,6.7,8.9|. Reactants: C(#N)[BH3-].[Na+] (sodium cyanoborohydride), ClC=1C=C(C=CC1Cl)C(CN(C(C1=CC=CC=C1)=O)C)CC=O (N-[2-(3,4-Dichlorophenyl)-4-oxobutyl]-N-methylbenzamide), O=C1OCCN1C1CCNCC1 (4-(2-oxo-1,3-oxazolidin-3-yl)piperidine), C(C)(=O)O (acetic acid). Run in C([O-])(O)=O.[Na+] (sodium bicarbonate), CO (methanol), CO (methanol), CO (methanol). Reactants: CCCC(O)CC, O=C(Cl)Cl, c1ccccc1. Product: CCCC(CC)OC(=O)Cl. Reaction SMILES: [CH3:1][CH2:2][CH:3]([CH2:4][CH2:5][CH3:6])[OH:7].[Cl:8][C:9]([Cl:10])=[O:11].[cH:12]1[cH:13][cH:14][cH:15][cH:16][cH:17]1>>[CH3:1][CH2:2][CH:3]([CH2:4][CH2:5][CH3:6])[O:7][C:9]([Cl:8])=[O:11].